This data is from the Open Reaction Database (ORD), a public repository of structured organic reaction records. The task is: describe an organic reaction: reactants, conditions, products, and yield The reactants are C(C)C1=C(N)C(=CC=C1)CC (2,6-diethylaniline), BrBr (bromine). The solvent is C(C)OCC (diethyl ether), C(C)(=O)O (acetic acid). Run at time 8 hour. Yields the product BrC1=CC(=C(N)C(=C1)CC)CC (4-Bromo-2,6-diethylaniline). Isolated yield 21.5%. As a reaction SMILES: [CH2:1]([C:3]1[CH:9]=[CH:8][CH:7]=[C:6]([CH2:10][CH3:11])[C:4]=1[NH2:5])[CH3:2].[Br:12]Br>C(O)(=O)C.C(OCC)C>[Br:12][C:8]1[CH:7]=[C:6]([CH2:10][CH3:11])[C:4]([NH2:5])=[C:3]([CH2:1][CH3:2])[CH:9]=1. Procedure: To a stirred solution of 2,6-diethylaniline (10.0 g, 67.0 mmol) in acetic acid (50 mL) at ambient temperature was added bromine (10.4 mL, 201 mmol). The reaction was stirred overnight at ambient temperature. The reaction mixture was diluted with diethyl ether (200 mL) and washed with 5% sodium bisulfite (4×50 mL) and brine. The organic phase was dried with sodium sulfate and the solvents were removed in vacuo. The residue was chromatographed on silica gel, eluting with 9:1 hexane-ethyl acetate t... The reactants are CCOC(=O)N(Cc1cccc(C#N)c1)c1cc(Br)nc(N)c1[N+](=O)[O-], [Cl-], [Cl-], [Pd+2], c1ccc(P(c2ccccc2)c2ccccc2)cc1, c1ccc(P(c2ccccc2)c2ccccc2)cc1, c1cocn1. Product: CCOC(=O)N(Cc1cccc(C#N)c1)c1cc(-c2ncco2)nc(N)c1[N+](=O)[O-]. Reaction SMILES: [CH2:6]([CH3:7])[O:8][C:9]([N:10]([CH2:11][c:12]1[cH:13][c:14]([C:18]#[N:19])[cH:15][cH:16][cH:17]1)[c:20]1[c:21]([N+:28](=[O:29])[O-:30])[c:22]([NH2:27])[n:23][c:24]([Br:26])[cH:25]1)=[O:31].[Cl-:32].[Cl-:33].[Pd+2:72].[c:34]1([P:35]([c:36]2[cH:37][cH:38][cH:39][cH:40][cH:41]2)[c:42]2[cH:43][cH:44][cH:45][cH:46][cH:47]2)[cH:48][cH:49][cH:50][cH:51][cH:52]1.[c:53]1([P:54]([c:55]2[cH:56][cH:57][cH:58][cH:59][cH:60]2)[c:61]2[cH:62][cH:63][cH:64][cH:65][cH:66]2)[cH:67][cH:68][cH:69][cH:70][cH:71]1.[o:1]1[cH:2][n:3][cH:4][cH:5]1>>[o:1]1[c:2](-[c:24]2[n:23][c:22]([NH2:27])[c:21]([N+:28](=[O:29])[O-:30])[c:20]([N:10]([C:9]([O:8][CH2:6][CH3:7])=[O:31])[CH2:11][c:12]3[cH:13][c:14]([C:18]#[N:19])[cH:15][cH:16][cH:17]3)[cH:25]2)[n:3][cH:4][cH:5]1. Reaction SMILES: [C:1]1([C:27]2[CH:32]=[CH:31][CH:30]=[CH:29][CH:28]=2)[CH:6]=[CH:5][C:4]([O:7][CH2:8][CH2:9][CH2:10][CH2:11][C:12]([C:14]2[CH:19]=[CH:18][C:17]([CH2:20][C@H:21]([O:25][CH3:26])[C:22]([OH:24])=[O:23])=[CH:16][CH:15]=2)=O)=[CH:3][CH:2]=1.[NH2:33][OH:34]>C(O)C>[C:1]1([C:27]2[CH:32]=[CH:31][CH:30]=[CH:29][CH:28]=2)[CH:6]=[CH:5][C:4]([O:7][CH2:8][CH2:9][CH2:10][CH2:11][C:12]([C:14]2[CH:19]=[CH:18][C:17]([CH2:20][C@H:21]([O:25][CH3:26])[C:22]([OH:24])=[O:23])=[CH:16][CH:15]=2)=[N:33][OH:34])=[CH:3][CH:2]=1. Reactants: C1(=CC=C(C=C1)OCCCCC(=O)C1=CC=C(C=C1)C[C@@H](C(=O)O)OC)C1=CC=CC=C1 ((2S)-3-{4-[5-(Biphenyl-4-yloxy)-pentanoyl]-phenyl}-2-methoxy-propionic acid), NO (Hydroxylamine). Conditions: time 8 hour. Run in C(C)O (Ethanol). Product: C1(=CC=C(C=C1)OCCCCC(=NO)C1=CC=C(C=C1)C[C@@H](C(=O)O)OC)C1=CC=CC=C1 ((2S)-3-{4-[5-(Biphenyl-4-yloxy)-1-hydroxyimino-pentyl]-phenyl}-2-methoxy-propionic acid). Reported procedure: (2S)-3-{4-[5-(Biphenyl-4-yloxy)-pentanoyl]-phenyl}-2-methoxy-propionic acid from Example 52, (1 eq) was mixed with Hydroxylamine chlorydrate (4 eq), pyrydine (10 eq) and Ethanol (2 ml) and the mixture reaction was stirred overnight. The ethanol was evaporated under vacuo and HCl 0.5% was added to the residue to pH=3. Extracted with Ethyl Acetate and concentrated to give the title product as a mixture of two oximes. MS(ES) for C27H29NO5 [M+H]+: 448.2.2, [M−H]−: 446.2. The reactants are C(C)O (ethyl alcohol), N1(CCCCC1)CCN1N=C(C2=CC=CC=C12)N1C(C=2C(C1=O)=CC=CC2)=O (1-(2-piperidinoethyl)-3-phthalimidoindazole), NN (hydrazine). Solvent: O (water). Reaction conditions: time 3 hour. The product is N1(CCCCC1)CCN1N=C(C2=CC=CC=C12)N (1-(2-piperidinoethyl)-3-aminoindazole). The yield is 60.7%. RXN SMILES: C(O)C.[N:4]1([CH2:10][CH2:11][N:12]2[C:20]3[C:15](=[CH:16][CH:17]=[CH:18][CH:19]=3)[C:14]([N:21]3C(=O)C4=CC=CC=C4C3=O)=[N:13]2)[CH2:9][CH2:8][CH2:7][CH2:6][CH2:5]1.NN>O>[N:4]1([CH2:10][CH2:11][N:12]2[C:20]3[C:15](=[CH:16][CH:17]=[CH:18][CH:19]=3)[C:14]([NH2:21])=[N:13]2)[CH2:5][CH2:6][CH2:7][CH2:8][CH2:9]1. Procedure details: To 70 ml of ethyl alcohol was added 3.23 g of 1-(2-piperidinoethyl)-3-phthalimidoindazole. To the mixture was added 2.5 g of 85% hydrazine under cooling with ice and the mixture was stirred for 3 hours under cooling with ice. The reaction mixture was filtered and the filtrate was condensed under reduced pressure. The condensed residue was added with 20 ml of water and extracted with chloroform. The chloroform layer was extracted with 2N-hydrochloric acid and the pH of the layer was adjusted to 1... The reactants are CSC=1SC2=C(N1)C=CC(=C2)O (2-(methylthio)benzo[d]thiazol-6-ol), ClC1=CC(=NC=C1)C(=O)OC(C)(C)C (tert-butyl 4-chloropicolinate), C([O-])([O-])=O.[Cs+].[Cs+] (cesium carbonate), O (water). Run in CN(C=O)C (N,N-dimethylformamide). Conditions: temperature 75 celsius, time 6 hour. Yields the product CSC=1SC2=C(N1)C=CC(=C2)OC2=CC(=NC=C2)C(=O)OC(C)(C)C (tert-butyl 4-(2-(methylthio)benzo[d]thiazol-6-yloxy)picolinate). The yield is 61.4%. Reaction SMILES: [CH3:1][S:2][C:3]1[S:4][C:5]2[CH:11]=[C:10]([OH:12])[CH:9]=[CH:8][C:6]=2[N:7]=1.Cl[C:14]1[CH:19]=[CH:18][N:17]=[C:16]([C:20]([O:22][C:23]([CH3:26])([CH3:25])[CH3:24])=[O:21])[CH:15]=1.C(=O)([O-])[O-].[Cs+].[Cs+].O>CN(C)C=O>[CH3:1][S:2][C:3]1[S:4][C:5]2[CH:11]=[C:10]([O:12][C:14]3[CH:19]=[CH:18][N:17]=[C:16]([C:20]([O:22][C:23]([CH3:26])([CH3:25])[CH3:24])=[O:21])[CH:15]=3)[CH:9]=[CH:8][C:6]=2[N:7]=1 |f:2.3.4|. Procedure: To a solution of 2-(methylthio)benzo[d]thiazol-6-ol (5.0 g, 25.38 mmol, 1.0 eq) in 25 mL of N,N-dimethylformamide was added tert-butyl 4-chloropicolinate (8.13 g, 38.07 mmol, 1.5 eq) and cesium carbonate (20.67 g, 63.45 mmol, 2.5 eq). The reaction mixture was stirred at 75° C. for 6 hours. After the mixture was cooled to room temperature, the mixture was added 120 mL of water and aqueous phase extracted with ethyl acetate (3×150 mL), combined organic layers were dried over sodium sulfate. After ... Reactants: O=S(=O)(Cl)c1cncc(Br)c1, CC1CN(Cc2ccc(NS(=O)(=O)c3ccc(Cl)nc3)cc2)CCN1C(=O)OC(C)(C)C, Cc1cc(N)ccc1CN1CCN(C(=O)OC(C)(C)C)C(C)C1. Product: Cc1cc(NS(=O)(=O)c2cncc(Br)c2)ccc1CN1CCN(C(=O)OC(C)(C)C)C(C)C1. As a reaction SMILES: [Br:24][c:25]1[cH:26][n:27][cH:28][c:29]([S:31](=[O:32])(=[O:33])[Cl:34])[cH:30]1.[Cl:35][c:36]1[n:37][cH:38][c:39]([S:40]([NH:41][c:42]2[cH:43][cH:44][c:45]([CH2:46][N:47]3[CH2:48][CH2:49][N:50]([C:51]([O:52][C:53]([CH3:54])([CH3:55])[CH3:56])=[O:57])[CH:58]([CH3:59])[CH2:60]3)[cH:61][cH:62]2)(=[O:63])=[O:64])[cH:65][cH:66]1.[NH2:1][c:2]1[cH:3][c:4]([CH3:23])[c:5]([CH2:8][N:9]2[CH2:10][CH:11]([CH3:22])[N:12]([C:15](=[O:16])[O:17][C:18]([CH3:19])([CH3:20])[CH3:21])[CH2:13][CH2:14]2)[cH:6][cH:7]1>>[NH:1]([c:2]1[cH:3][c:4]([CH3:23])[c:5]([CH2:8][N:9]2[CH2:10][CH:11]([CH3:22])[N:12]([C:15](=[O:16])[O:17][C:18]([CH3:19])([CH3:20])[CH3:21])[CH2:13][CH2:14]2)[cH:6][cH:7]1)[S:31]([c:29]1[cH:28][n:27][cH:26][c:25]([Br:24])[cH:30]1)(=[O:32])=[O:33]. The reactants are O.C1(=CC=CC=C1)C(=O)C=O (Phenylglyoxal monohydrate), CC1=C(C(=C(C=C1)C)C)C (1,2,3,4-tetramethylbenzene). Reagents/catalysts: [Ti](Cl)(Cl)(Cl)Cl (titanium tetrachloride). Solvent: ClC(C)Cl (dichloroethane). Yields the product CC1=C(C(C(C2=CC=CC=C2)=O)O)C=C(C(=C1C)C)C (2',3',4',5'-tetramethylbenzoin). Isolated yield 70.7%. RXN SMILES: O.[C:2]1([C:8]([CH:10]=[O:11])=[O:9])[CH:7]=[CH:6][CH:5]=[CH:4][CH:3]=1.[CH3:12][C:13]1[CH:18]=[CH:17][C:16]([CH3:19])=[C:15]([CH3:20])[C:14]=1[CH3:21]>ClC(Cl)C.[Ti](Cl)(Cl)(Cl)Cl>[CH3:19][C:16]1[C:15]([CH3:20])=[C:14]([CH3:21])[C:13]([CH3:12])=[CH:18][C:17]=1[CH:10]([OH:11])[C:8](=[O:9])[C:2]1[CH:7]=[CH:6][CH:5]=[CH:4][CH:3]=1 |f:0.1|. Procedure: Phenylglyoxal monohydrate (304 mg, 2 mM) and 1,2,3,4-tetramethylbenzene (0.60 ml, 4 mM were dissolved in dichloroethane (5 ml), titanium tetrachloride (0.33 ml, 3 mM) was added, and reacted at room temperature for 10 minutes. Using the same procedure as in Example 1, 2',3',4',5'-tetramethylbenzoin was obtained (378.2 mg, 70.7% yield).